From a dataset of the Open Reaction Database (ORD), a public repository of structured organic reaction records. describe an organic reaction: reactants, conditions, products, and yield The reactants are O=C([O-])[O-], CN(C)C=O, ClCc1cc(OCc2ccc3ccccc3n2)no1, [K+], [K+], O, COC(=O)Cc1cn(C)nc1O. Yields the product COC(=O)Cc1cn(C)nc1OCc1cc(OCc2ccc3ccccc3n2)no1. Reaction SMILES: [C:32](=[O:33])([O-:34])[O-:35].[CH3:38][N:39]([CH3:40])[CH:41]=[O:42].[Cl:13][CH2:14][c:15]1[cH:16][c:17]([O:20][CH2:21][c:22]2[n:23][c:24]3[cH:25][cH:26][cH:27][cH:28][c:29]3[cH:30][cH:31]2)[n:18][o:19]1.[K+:36].[K+:37].[OH2:43].[OH:1][c:2]1[n:3][n:4]([CH3:12])[cH:5][c:6]1[CH2:7][C:8](=[O:9])[O:10][CH3:11]>>[O:1]([c:2]1[n:3][n:4]([CH3:12])[cH:5][c:6]1[CH2:7][C:8](=[O:9])[O:10][CH3:11])[CH2:14][c:15]1[cH:16][c:17]([O:20][CH2:21][c:22]2[n:23][c:24]3[cH:25][cH:26][cH:27][cH:28][c:29]3[cH:30][cH:31]2)[n:18][o:19]1. Starting materials: COCCCOC=1C=C2C=C(NC2=C(C1)NS(=O)(=O)C1=NC=CC=C1)C(=O)OCC (ethyl 5-(3-methoxypropoxy)-7-[(pyridin-2-ylsulfonyl)amino]-1H-indole-2-carboxylate), C([O-])([O-])=O.[K+].[K+] (potassium carbonate), CN(C=O)C (N,N-dimethylformamide), CI (methyl iodide). The solvent is O (Water). Run at time 2 hour. Yields the product COCCCOC=1C=C2C=C(NC2=C(C1)N(S(=O)(=O)C1=NC=CC=C1)C)C(=O)OCC (ethyl 5-(3-methoxypropoxy)-7-[methyl(pyridin-2-ylsulfonyl)amino]-1H-indole-2-carboxylate). Yield: 88.6%. RXN SMILES: [CH3:1][O:2][CH2:3][CH2:4][CH2:5][O:6][C:7]1[CH:8]=[C:9]2[C:13](=[C:14]([NH:16][S:17]([C:20]3[CH:25]=[CH:24][CH:23]=[CH:22][N:21]=3)(=[O:19])=[O:18])[CH:15]=1)[NH:12][C:11]([C:26]([O:28][CH2:29][CH3:30])=[O:27])=[CH:10]2.[C:31](=O)([O-])[O-].[K+].[K+].CN(C)C=O.CI>O>[CH3:1][O:2][CH2:3][CH2:4][CH2:5][O:6][C:7]1[CH:8]=[C:9]2[C:13](=[C:14]([N:16]([CH3:31])[S:17]([C:20]3[CH:25]=[CH:24][CH:23]=[CH:22][N:21]=3)(=[O:18])=[O:19])[CH:15]=1)[NH:12][C:11]([C:26]([O:28][CH2:29][CH3:30])=[O:27])=[CH:10]2 |f:1.2.3|. Procedure details: To a mixture of ethyl 5-(3-methoxypropoxy)-7-[(pyridin-2-ylsulfonyl)amino]-1H-indole-2-carboxylate (3.97 g), potassium carbonate (1.27 g) and N,N-dimethylformamide (30 mL) was added methyl iodide (1.56 g) at room temperature, and the reaction mixture was stirred at room temperature for 2 hr. Water was added to the reaction mixture, and the mixture was extracted with ethyl acetate. The ethyl acetate layer was washed with saturated brine, dried (MgSO4), and concentrated. The obtained residue was c...